From a dataset of the Open Reaction Database (ORD), a public repository of structured organic reaction records. describe an organic reaction: reactants, conditions, products, and yield Starting materials: Cc1nc(C(F)(F)F)ccc1Cn1c(=O)c(-c2ccc(C#N)cc2)c(-c2ccc(Cl)cc2)c2nnc(C(C)OCc3ccccc3)n21, CC#N, CCOC(C)=O. The product is Cc1nc(C(F)(F)F)ccc1Cn1c(=O)c(-c2ccc(C#N)cc2)c(-c2ccc(Cl)cc2)c2nnc(C(C)O)n21. RXN SMILES: [CH2:1]([c:2]1[cH:3][cH:4][cH:5][cH:6][cH:7]1)[O:8][CH:9]([CH3:10])[c:11]1[n:12][n:13][c:14]2[n:15]1[n:16]([CH2:36][c:37]1[c:38]([CH3:47])[n:39][c:40]([C:43]([F:44])([F:45])[F:46])[cH:41][cH:42]1)[c:17](=[O:35])[c:18](-[c:27]1[cH:28][cH:29][c:30]([C:31]#[N:32])[cH:33][cH:34]1)[c:19]2-[c:20]1[cH:21][cH:22][c:23]([Cl:26])[cH:24][cH:25]1.[CH3:48][C:49]#[N:50].[CH3:51][CH2:52][O:53][C:54]([CH3:55])=[O:56]>>[OH:8][CH:9]([CH3:10])[c:11]1[n:12][n:13][c:14]2[n:15]1[n:16]([CH2:36][c:37]1[c:38]([CH3:47])[n:39][c:40]([C:43]([F:44])([F:45])[F:46])[cH:41][cH:42]1)[c:17](=[O:35])[c:18](-[c:27]1[cH:28][cH:29][c:30]([C:31]#[N:32])[cH:33][cH:34]1)[c:19]2-[c:20]1[cH:21][cH:22][c:23]([Cl:26])[cH:24][cH:25]1. Reactants: [Al+3], C1CCOC1, [H-], [H-], [H-], [H-], [Li+], N#CC1(c2ccc(OCCCN3CCCOCC3)cc2)CCOCC1. Yields the product NCC1(c2ccc(OCCCN3CCCOCC3)cc2)CCOCC1. As a reaction SMILES: [Al+3:27].[CH2:32]1[O:33][CH2:34][CH2:35][CH2:36]1.[H-:26].[H-:29].[H-:30].[H-:31].[Li+:28].[O:1]1[CH2:2][CH2:3][N:4]([CH2:8][CH2:9][CH2:10][O:11][c:12]2[cH:13][cH:14][c:15]([C:18]3([C:24]#[N:25])[CH2:19][CH2:20][O:21][CH2:22][CH2:23]3)[cH:16][cH:17]2)[CH2:5][CH2:6][CH2:7]1>>[O:1]1[CH2:2][CH2:3][N:4]([CH2:8][CH2:9][CH2:10][O:11][c:12]2[cH:13][cH:14][c:15]([C:18]3([CH2:24][NH2:25])[CH2:19][CH2:20][O:21][CH2:22][CH2:23]3)[cH:16][cH:17]2)[CH2:5][CH2:6][CH2:7]1. Reactants: CC(C)=O, OCc1ccc(OCc2ccccc2)cc1. The product is O=Cc1ccc(OCc2ccccc2)cc1. RXN SMILES: [CH3:17][C:18](=[O:19])[CH3:20].[OH:1][CH2:2][c:3]1[cH:4][cH:5][c:6]([O:7][CH2:8][c:9]2[cH:10][cH:11][cH:12][cH:13][cH:14]2)[cH:15][cH:16]1>>[O:1]=[CH:2][c:3]1[cH:4][cH:5][c:6]([O:7][CH2:8][c:9]2[cH:10][cH:11][cH:12][cH:13][cH:14]2)[cH:15][cH:16]1. Starting materials: 2-L, S(=O)(=O)([O-])[O-].[Co+2] (cobalt sulfate), S(=O)(=O)([O-])[O-].[Mn+2] (manganese sulfate), aqueous solution, [OH-].[Na+] (sodium hydroxide), S(=O)(=O)([O-])[O-].[NH4+].[NH4+] (ammonium sulfate), metal sulfates, S(=O)(=O)([O-])[O-].[Ni+2] (nickel sulfate), aqueous solution. Conditions: temperature 50 celsius, time 5 hour. Yields the product [OH-].[Co+2].[Mn+2].[Ni+2].[OH-].[OH-].[OH-].[OH-].[OH-] (nickel-manganese-cobalt hydroxide). As a reaction SMILES: S([O-])([O-])(=O)=[O:2].[Ni+2:6].S([O-])([O-])(=O)=[O:8].[Mn+2:12].S([O-])([O-])(=O)=[O:14].[Co+2:18].S([O-])([O-])(=O)=[O:20].[NH4+].[NH4+].[OH-:26].[Na+]>>[OH-:2].[Co+2:18].[Mn+2:12].[Ni+2:6].[OH-:8].[OH-:14].[OH-:20].[OH-:26].[OH-:2] |f:0.1,2.3,4.5,6.7.8,9.10,11.12.13.14.15.16.17.18.19|. Reported procedure: In a 2-L (liter) reaction vessel, 1.8 L of the mother liquor obtained in the above-described Example 1 was poured, and agitated at 250 rpm while maintaining the internal temperature at 50±1° C. To this, while supplying an aqueous solution of metal sulfates containing 1.5 mol/L of nickel sulfate, 1.5 mol/L of manganese sulfate and 1.5 mol/L of cobalt sulfate at a flow rate of 0.4 L/hr; and simultaneously supplying a 1.5 mol/L aqueous solution of ammonium sulfate at a flow rate of 0.03 L/hr; an 18... Reactants: FC(OC1=CC=C(C=C1)CC#N)(F)F ((4-trifluoromethoxyphenyl)acetonitrile), [H][H] (hydrogen). Reagents/catalysts: [Ni] (nickel). The product is FC(OC1=CC=C(C=C1)CCN)(F)F (2-(4-trifluoromethoxyphenyl)ethylamine). As a reaction SMILES: [F:1][C:2]([F:14])([F:13])[O:3][C:4]1[CH:9]=[CH:8][C:7]([CH2:10][C:11]#[N:12])=[CH:6][CH:5]=1.[H][H]>[Ni]>[F:1][C:2]([F:13])([F:14])[O:3][C:4]1[CH:5]=[CH:6][C:7]([CH2:10][CH2:11][NH2:12])=[CH:8][CH:9]=1. Reported procedure: reducing the (4-trifluoromethoxyphenyl)acetonitrile using hydrogen in the presence of a nickel catalyst to form 2-(4-trifluoromethoxyphenyl)ethylamine. The reactants are C=CCNC(=O)C1N(C(=O)OC(C)(C)C)CSC1(C)C, CS(=O)(=O)O, CCOC(C)=O, O. Product: C=CCNC(=O)C1NCSC1(C)C. RXN SMILES: [C:12]([O:13][C:14](=[O:15])[N:19]1[CH2:20][S:21][C:22]([CH3:30])([CH3:31])[CH:23]1[C:24]([NH:25][CH2:26][CH:27]=[CH2:28])=[O:29])([CH3:16])([CH3:17])[CH3:18].[CH3:1][S:2](=[O:3])(=[O:4])[OH:5].[CH3:6][CH2:7][O:8][C:9]([CH3:10])=[O:11].[OH2:32]>>[NH:19]1[CH2:20][S:21][C:22]([CH3:30])([CH3:31])[CH:23]1[C:24]([NH:25][CH2:26][CH:27]=[CH2:28])=[O:29].